describe an organic reaction: reactants, conditions, products, and yield From a dataset of the Open Reaction Database (ORD), a public repository of structured organic reaction records. Starting materials: BrC=1C=C(C(=O)OC)C=C(C1)I (methyl 3-bromo-5-iodobenzoate), CN(C=O)C (N,N-dimethylformamide). The reagents and catalysts are [C-]#N.[Zn+2].[C-]#N (zinc cyanide), C=1C=CC(=CC1)[P](C=2C=CC=CC2)(C=3C=CC=CC3)[Pd]([P](C=4C=CC=CC4)(C=5C=CC=CC5)C=6C=CC=CC6)([P](C=7C=CC=CC7)(C=8C=CC=CC8)C=9C=CC=CC9)[P](C=1C=CC=CC1)(C=1C=CC=CC1)C=1C=CC=CC1 (tetrakis(triphenylphosphine)palladium(0)). Solvent: C(C)(=O)OCC (ethyl acetate). Reaction conditions: temperature 80 celsius. Product: BrC=1C=C(C(=O)OC)C=C(C1)C#N (methyl 3-bromo-5-cyanobenzoate). Isolated yield 61.0%. Reaction SMILES: [Br:1][C:2]1[CH:3]=[C:4]([CH:9]=[C:10](I)[CH:11]=1)[C:5]([O:7][CH3:8])=[O:6].[CH3:13][N:14](C)C=O>C(OCC)(=O)C.[C-]#N.[Zn+2].[C-]#N.C1C=CC([P]([Pd]([P](C2C=CC=CC=2)(C2C=CC=CC=2)C2C=CC=CC=2)([P](C2C=CC=CC=2)(C2C=CC=CC=2)C2C=CC=CC=2)[P](C2C=CC=CC=2)(C2C=CC=CC=2)C2C=CC=CC=2)(C2C=CC=CC=2)C2C=CC=CC=2)=CC=1>[Br:1][C:2]1[CH:3]=[C:4]([CH:9]=[C:10]([C:13]#[N:14])[CH:11]=1)[C:5]([O:7][CH3:8])=[O:6] |f:3.4.5,^1:32,34,53,72|. Procedure details: A solution of methyl 3-bromo-5-iodobenzoate (4.5 g, 13.2 mmol) in N,N-dimethylformamide (36 mL) was treated with zinc cyanide (1.7 g, 14.5 mmol) and tetrakis(triphenylphosphine)palladium(0) (Pd(PPh3)4, 1.5 g, 1.3 mmol). The reaction mixture was heated, under an argon atmosphere, for 1 hour at 80° C. After cooling the mixture was diluted with ethyl acetate. The resulting organic solution was washed with water (3×), saturated brine, dried over anhydrous sodium sulfate, filtered and concentrated in... Reactants: CCOCC, CC1(C)CC(=O)c2ccc(Cl)nc2C1, [Na], O, OC1CCCCC1. Yields the product Cl, CC1(C)CC(=O)c2ccc(OC3CCCCC3)nc2C1. Reaction SMILES: [CH3:24][CH2:25][O:26][CH2:27][CH3:28].[Cl:9][c:10]1[n:11][c:12]2[c:17]([cH:18][cH:19]1)[C:16](=[O:20])[CH2:15][C:14]([CH3:21])([CH3:22])[CH2:13]2.[Na:8].[OH2:23].[OH:1][CH:2]1[CH2:3][CH2:4][CH2:5][CH2:6][CH2:7]1>>[ClH:9].[O:1]([CH:2]1[CH2:3][CH2:4][CH2:5][CH2:6][CH2:7]1)[c:10]1[n:11][c:12]2[c:17]([cH:18][cH:19]1)[C:16](=[O:20])[CH2:15][C:14]([CH3:21])([CH3:22])[CH2:13]2. The reactants are CCOC(=O)CCc1ccccc1, [Li]CCCC, COP(C)(=O)OC, CC(=O)O, CCCCCC, C1CCOC1. Product: COP(=O)(CC(=O)CCc1ccccc1)OC. Reaction SMILES: [CH2:13]([O:15][C:16](=[O:14])[CH2:17][CH2:18][c:19]1[cH:20][cH:21][cH:22][cH:23][cH:24]1)[CH3:25].[CH2:8]([Li:9])[CH2:10][CH2:11][CH3:12].[CH3:1][P:2]([O:3][CH3:4])([O:5][CH3:6])=[O:7].[CH3:26][C:27](=[O:28])[OH:29].[CH3:35][CH2:36][CH2:37][CH2:38][CH2:39][CH3:40].[O:30]1[CH2:31][CH2:32][CH2:33][CH2:34]1>>[CH2:1]([P:2]([O:3][CH3:4])([O:5][CH3:6])=[O:7])[C:16](=[O:15])[CH2:17][CH2:18][c:19]1[cH:20][cH:21][cH:22][cH:23][cH:24]1. Reactants: C([O-])([O-])=O.[K+].[K+] (potassium carbonate), ClC1=CC2=C(C3=C(O2)C=C(C=C3)O)C=C1 (7-chlorodibenzofuran-3-ol), C1(OCCO1)=O (ethylene carbonate). Run in CN(C=O)C (dimethylformamide), CN(C=O)C (dimethylformamide). Conditions: temperature 120 celsius, time 8 hour. Yields the product ClC1=CC2=C(C3=C(O2)C=C(C=C3)OCCO)C=C1 (2-(7-chlorodibenzofuran-3-oxy)-ethanol). The yield is 71.4%. RXN SMILES: C(=O)([O-])[O-].[K+].[K+].[Cl:7][C:8]1[CH:21]=[CH:20][C:11]2[C:12]3[CH:18]=[CH:17][C:16]([OH:19])=[CH:15][C:13]=3[O:14][C:10]=2[CH:9]=1.C1(=O)O[CH2:25][CH2:24][O:23]1>CN(C)C=O>[Cl:7][C:8]1[CH:21]=[CH:20][C:11]2[C:12]3[CH:18]=[CH:17][C:16]([O:19][CH2:25][CH2:24][OH:23])=[CH:15][C:13]=3[O:14][C:10]=2[CH:9]=1 |f:0.1.2|. Procedure details: 83 g (0.6 mole) of potassium carbonate were added to a solution of 262 g (1.2 moles) of 7-chlorodibenzofuran-3-ol in 600 ml of dry dimethylformamide, and a solution of 212 g (2.55 moles) of ethylene carbonate in 300 ml of dimethylformamide was then added dropwise at 100° C. in the course of 90 minutes. The mixture was stirred at 120° C. for 8 hours and filtered off with suction at 100° C., and the filtrate was concentrated. The residue was dissolved in 2.5 l of ethyl acetate, the solution was wa...